From a dataset of the Open Reaction Database (ORD), a public repository of structured organic reaction records. describe an organic reaction: reactants, conditions, products, and yield The reactants are N1(C=NC=C1)C[C@H](C1=CC=CC=C1)OC1=C(C=2CCCC(C2C=C1)=O)CS(=O)(=O)C1=C(C(=O)O)C=CC=C1 (2-{[(2-{[(1S)-2-(1H-imidazol-1-yl)-1-phenylethyl]oxy}-5-oxo-5,6,7,8-tetrahydro-1-naphthalenyl)methyl]sulfonyl}benzoic acid), NCCO (2-aminoethanol). The solvent is C(C)(=O)OCC.CO (ethyl acetate MeOH). Yields the product OCCNC(C1=C(C=CC=C1)S(=O)(=O)CC1=C(C=CC=2C(CCCC12)=O)O[C@H](CN1C=NC=C1)C1=CC=CC=C1)=O (N-(2-Hydroxyethyl)-2-{[(2-{[(1S)-2-(1H-imidazol-1-yl)-1-phenylethyl]oxy}-oxo-5,6,7,8-tetrahydro-1-naphthalenyl)methyl]sulfonyl}benzamide). Yield: 58.0%. Reaction SMILES: [N:1]1([CH2:6][C@@H:7]([O:14][C:15]2[CH:24]=[CH:23][C:22]3[C:21](=[O:25])[CH2:20][CH2:19][CH2:18][C:17]=3[C:16]=2[CH2:26][S:27]([C:30]2[CH:38]=[CH:37][CH:36]=[CH:35][C:31]=2[C:32]([OH:34])=O)(=[O:29])=[O:28])[C:8]2[CH:13]=[CH:12][CH:11]=[CH:10][CH:9]=2)[CH:5]=[CH:4][N:3]=[CH:2]1.[NH2:39][CH2:40][CH2:41][OH:42]>C(OCC)(=O)C.CO>[OH:42][CH2:41][CH2:40][NH:39][C:32](=[O:34])[C:31]1[CH:35]=[CH:36][CH:37]=[CH:38][C:30]=1[S:27]([CH2:26][C:16]1[C:17]2[CH2:18][CH2:19][CH2:20][C:21](=[O:25])[C:22]=2[CH:23]=[CH:24][C:15]=1[O:14][C@@H:7]([C:8]1[CH:9]=[CH:10][CH:11]=[CH:12][CH:13]=1)[CH2:6][N:1]1[CH:5]=[CH:4][N:3]=[CH:2]1)(=[O:28])=[O:29] |f:2.3|. Procedure: Using the method for Example 164, this compound was prepared from 2-{[(2-{[(1S)-2-(1H-imidazol-1-yl)-1-phenylethyl]oxy}-5-oxo-5,6,7,8-tetrahydro-1-naphthalenyl)methyl]sulfonyl}benzoic acid (159 mg, 0.30 mmol) and 2-aminoethanol (92 mg, 1.50 mmol). The reaction product was extracted into ethyl acetate and purified by a silica column (eluted with dichloromethane-MeOH 20:1) to give a pale yellow solid, 100 mg, 58% yield; mp 241-243° C. (from ethyl acetate-MeOH). NMR was consistent with the structur... The reactants are C(C)(C)(C)[Li] (tert-Butyllithium), FC(OC1=CC=C(C=C1)OC1CC1)(F)F (4-(Trifluoromethoxy)cyclopropoxybenzene), BrC(C(F)(F)F)(F)Br (Dibromotetrafluoroethane). Run in O1CCCC1 (tetrahydrofuran). Conditions: temperature -78 celsius, time 3 hour. Yields the product BrC1C(C1)OC1=CC=C(C=C1)OC(F)(F)F (2-Bromo-4-(trifluoromethoxy)cyclopropoxybenzene). RXN SMILES: [F:1][C:2]([F:15])([F:14])[O:3][C:4]1[CH:9]=[CH:8][C:7]([O:10][CH:11]2[CH2:13][CH2:12]2)=[CH:6][CH:5]=1.C([Li])(C)(C)C.[Br:21]C(Br)(F)C(F)(F)F>O1CCCC1>[Br:21][CH:13]1[CH2:12][CH:11]1[O:10][C:7]1[CH:6]=[CH:5][C:4]([O:3][C:2]([F:14])([F:15])[F:1])=[CH:9][CH:8]=1. Procedure: 4-(Trifluoromethoxy)cyclopropoxybenzene (3 g) was dissolved in tetrahydrofuran (100 ml) and the solution was cooled to −78° C. under a nitrogen atmosphere. tert-Butyllithium (22.9 ml, 1.5M in pentane) was added dropwise and the solution was stirred for 3 hours. Dibromotetrafluoroethane (8.2 ml) was added dropwise and the reaction mixture was stirred at −78° C. for 2 hours. The reaction was quenched by the dropwise addition of water (50 ml). The product was extracted with diethyl ether. The combi... The reactants are C(C)(C)(C)OC(=O)NC1=NC(=NS1)C(C(=O)O)=O (2-(5-Tert-butyloxycarbonylamino-1,2,4-thiadiazol-3-yl)-2-oxoacetic acid), C(C)(=O)OC=1C=C(C=CC1OC(C)=O)C(C(=O)OC(C1=CC=CC=C1)C1=CC=CC=C1)ON (diphenylmethyl (3,4-diacetoxyphenyl)-2-aminooxyacetate). The solvent is CO (methanol), CO (methanol). Reaction conditions: time 3 hour. Product: C(C)(C)(C)OC(=O)NC1=NC(=NS1)/C(/C(=O)O)=N/OC(C1=CC(=C(C=C1)OC(C)=O)OC(C)=O)C(=O)OC(C1=CC=CC=C1)C1=CC=CC=C1 ((Z)-2-(5-tert-butyloxycarbonylamino-1,2,4-thiadiazol-3-yl)-2-[[(diphenylmethyloxycarbonyl)(3,4-diacetoxyphenyl)methoxy]imino]acetic acid). Yield: 100.0%. Reaction SMILES: [C:1]([O:5][C:6]([NH:8][C:9]1[S:13][N:12]=[C:11]([C:14](=O)[C:15]([OH:17])=[O:16])[N:10]=1)=[O:7])([CH3:4])([CH3:3])[CH3:2].[C:19]([O:22][C:23]1[CH:24]=[C:25]([CH:33]([O:50][NH2:51])[C:34]([O:36][CH:37]([C:44]2[CH:49]=[CH:48][CH:47]=[CH:46][CH:45]=2)[C:38]2[CH:43]=[CH:42][CH:41]=[CH:40][CH:39]=2)=[O:35])[CH:26]=[CH:27][C:28]=1[O:29][C:30](=[O:32])[CH3:31])(=[O:21])[CH3:20]>CO>[C:1]([O:5][C:6]([NH:8][C:9]1[S:13][N:12]=[C:11](/[C:14](=[N:51]/[O:50][CH:33]([C:34]([O:36][CH:37]([C:44]2[CH:45]=[CH:46][CH:47]=[CH:48][CH:49]=2)[C:38]2[CH:39]=[CH:40][CH:41]=[CH:42][CH:43]=2)=[O:35])[C:25]2[CH:26]=[CH:27][C:28]([O:29][C:30](=[O:32])[CH3:31])=[C:23]([O:22][C:19](=[O:21])[CH3:20])[CH:24]=2)/[C:15]([OH:17])=[O:16])[N:10]=1)=[O:7])([CH3:4])([CH3:3])[CH3:2]. Procedure: 2-(5-Tert-butyloxycarbonylamino-1,2,4-thiadiazol-3-yl)-2-oxoacetic acid (1.49 g) was dissolved in methanol (60 ml), and to this solution a solution of diphenylmethyl (3,4-diacetoxyphenyl)-2-aminooxyacetate (2.45 g) in methanol (25 ml) was added dropwise. The mixture was stirred for 3 hrs. at the room temperature, and the solvent was evaporated to obtain (Z)-2-(5-tert-butyloxycarbonylamino-1,2,4-thiadiazol-3-yl)-2-[[(diphenylmethyloxycarbonyl)(3,4-diacetoxyphenyl)methoxy]imino]acetic acid (3.84 g... The reactants are CC(C)=O, COc1cc(Nc2n[nH]c(C(CCCCCl)c3cc(F)c(F)c(F)c3)n2)ccc1-n1cnc(Cl)c1, [I-], [Na+]. The product is COc1cc(Nc2nc3n(n2)CCCCC3c2cc(F)c(F)c(F)c2)ccc1-n1cnc(Cl)c1. As a reaction SMILES: [CH3:38][C:39](=[O:40])[CH3:41].[Cl:1][CH2:2][CH2:3][CH2:4][CH2:5][CH:6]([c:7]1[cH:8][c:9]([F:15])[c:10]([F:14])[c:11]([F:13])[cH:12]1)[c:16]1[n:17][c:18]([NH:21][c:22]2[cH:23][c:24]([O:34][CH3:35])[c:25](-[n:28]3[cH:29][n:30][c:31]([Cl:33])[cH:32]3)[cH:26][cH:27]2)[n:19][nH:20]1.[I-:37].[Na+:36]>>[CH2:2]1[CH2:3][CH2:4][CH2:5][CH:6]([c:7]2[cH:8][c:9]([F:15])[c:10]([F:14])[c:11]([F:13])[cH:12]2)[c:16]2[n:17][c:18]([NH:21][c:22]3[cH:23][c:24]([O:34][CH3:35])[c:25](-[n:28]4[cH:29][n:30][c:31]([Cl:33])[cH:32]4)[cH:26][cH:27]3)[n:19][n:20]21.